Dataset: the Open Reaction Database (ORD), a public repository of structured organic reaction records. Task: describe an organic reaction: reactants, conditions, products, and yield Reactants: C(C)(C)NC(C)C (diisopropylamine), Pd(tBu)2Cl2, CN(C1CN(CC1)C1=CC=C(C=C1)NC(=O)C=1OC(=CC1)Br)C (5-bromofuran-2-carboxylic acid [4-(3-dimethylaminopyrrolidin-1-yl)phenyl]-amide), C(#C)C1=CC=C(C=C1)C (4-ethynyltoluene). Solvent: CN(C)C=O (DMF), CN(C)C=O (DMF), CN(C)C=O (DMF). Conditions: time 8 hour. The product is CN(C1CN(CC1)C1=CC=C(C=C1)NC(=O)C=1OC(=CC1)C#CC1=CC=C(C=C1)C)C (5-p-Tolylethinylfuran-2-carboxylic acid [4-(3-dimethylaminopyrrolidin-1-yl)phenyl]amide). Reaction SMILES: C(NC(C)C)(C)C.[CH3:8][N:9]([CH3:30])[CH:10]1[CH2:14][CH2:13][N:12]([C:15]2[CH:20]=[CH:19][C:18]([NH:21][C:22]([C:24]3[O:25][C:26](Br)=[CH:27][CH:28]=3)=[O:23])=[CH:17][CH:16]=2)[CH2:11]1.[C:31]([C:33]1[CH:38]=[CH:37][C:36]([CH3:39])=[CH:35][CH:34]=1)#[CH:32]>CN(C=O)C>[CH3:8][N:9]([CH3:30])[CH:10]1[CH2:14][CH2:13][N:12]([C:15]2[CH:20]=[CH:19][C:18]([NH:21][C:22]([C:24]3[O:25][C:26]([C:32]#[C:31][C:33]4[CH:38]=[CH:37][C:36]([CH3:39])=[CH:35][CH:34]=4)=[CH:27][CH:28]=3)=[O:23])=[CH:17][CH:16]=2)[CH2:11]1. Procedure: 0.042 ml of diisopropylamine was added under argon to 3.8 mg of Pd(tBu)2Cl2 and 0.95 mg of Cul in 0.2 ml of DMF. A solution of 94.6 mg of 5-bromofuran-2-carboxylic acid [4-(3-dimethylaminopyrrolidin-1-yl)phenyl]-amide in 0.3 ml of DMF and a solution of 4-ethynyltoluene in 0.3 ml of DMF were then added dropwise. The solution was stirred at room temperature overnight. The precipitate which had separated out was filtered off with suction and the filtrate purified by preparative HPLC. The desired pr... Starting materials: CCN=C=NCCCN(C)C (WSC), N([C@@H](C)C(=O)O)C(=O)OC(C)(C)C (BOC-Ala-OH), CC1=CC=C(C=C1)S(=O)(=O)O.C1=CC=C(C=C1)COC(=O)CN (H-Gly-OBzl.TosOH), C=1C=CC2=C(C1)N=NN2O (HOBT). Solvent: C1CCOC1 (THF). Run at temperature -5 celsius, time 8 hour. Product: N([C@@H](C)C(=O)NCC(=O)OCC1=CC=CC=C1)C(=O)OC(C)(C)C (BOC-Ala-Gly-OBzl). Isolated yield 92.4%. RXN SMILES: [NH:1]([C:7]([O:9][C:10]([CH3:13])([CH3:12])[CH3:11])=[O:8])[C@H:2]([C:4]([OH:6])=O)[CH3:3].CC1C=CC(S(O)(=O)=O)=CC=1.[CH:25]1[CH:30]=[CH:29][C:28]([CH2:31][O:32][C:33]([CH2:35][NH2:36])=[O:34])=[CH:27][CH:26]=1.C1C=CC2N(O)N=NC=2C=1.CCN=C=NCCCN(C)C>C1COCC1>[NH:1]([C:7]([O:9][C:10]([CH3:13])([CH3:12])[CH3:11])=[O:8])[C@H:2]([C:4]([NH:36][CH2:35][C:33]([O:32][CH2:31][C:28]1[CH:29]=[CH:30][CH:25]=[CH:26][CH:27]=1)=[O:34])=[O:6])[CH3:3] |f:1.2|. Procedure details: To a solution of 5.68 g of BOC-Ala-OH, 10.12 g of H-Gly-OBzl.TosOH and 4.0 g of HOBT dissolved in 50 ml of THF, under cooling at -5° C., was added 5.5 ml of WSC, and the mixture was stirred at -5° C. for one hour and at room temperature overnight. The reaction mixture was concentrated under reduced pressure, and the residue was dissolved in ethyl acetate. The ethyl acetate layer was washed successively twice with 1N hydrochloric acid, twice with 5% aqueous sodium hydrogen carbonate and with wate... Starting materials: [N+](=O)([O-])C=1C=C2CCCN(C2=CC1)CCCN1CCOCC1 (4-(3-(6-nitro-3,4-dihydroquinolin-1(2H)-yl)propyl)morpholine). Reported procedure: To a stirred solution of 4-(3-(6-nitro-3,4-dihydroquinolin-1(2H)-yl)propyl)morpholine (250 mg, 0.819 mmol) in Ethanol (4 ml) and Tetrahydrofuran (4.00 ml) was added Palladium on activated carbon, 10 wt. % (87 mg, 0.082 mmol). The reaction was then stirred under a hydrogen atmosphere (balloon pressure) for 2 h. When TLC analysis showed that the starting material was consumed, the mixture was filtered through a pad of celite which was then washed with methanol. The filtrate was concentrated, givin... The reagents and catalysts are [Pd] (Palladium on activated carbon). Isolated yield 84.2%. RXN SMILES: [N+:1]([C:4]1[CH:5]=[C:6]2[C:11](=[CH:12][CH:13]=1)[N:10]([CH2:14][CH2:15][CH2:16][N:17]1[CH2:22][CH2:21][O:20][CH2:19][CH2:18]1)[CH2:9][CH2:8][CH2:7]2)([O-])=O>C(O)C.O1CCCC1.[Pd]>[O:20]1[CH2:21][CH2:22][N:17]([CH2:16][CH2:15][CH2:14][N:10]2[C:11]3[C:6](=[CH:5][C:4]([NH2:1])=[CH:13][CH:12]=3)[CH2:7][CH2:8][CH2:9]2)[CH2:18][CH2:19]1. Run at time 2 hour. Product: O1CCN(CC1)CCCN1CCCC2=CC(=CC=C12)N (1-(3-morpholinopropyl)-1,2,3,4-tetrahydroquinolin-6-amine). Solvent: C(C)O (Ethanol), O1CCCC1 (Tetrahydrofuran). The reactants are [N+](=O)(O)[O-] (nitric acid), OC1=C(C=C(C(=O)C2=CC=C(C=C2)C(F)(F)F)C=C1)OC (4-hydroxy-3-methoxy-4'-(trifluoromethyl)benzophenone). Solvent: ice water. Run at time 1.5 hour. Yields the product OC1=C(C=C(C(=O)C2=CC=C(C=C2)C(F)(F)F)C=C1[N+](=O)[O-])OC (4-hydroxy-3-methoxy-5-nitro-4'-(trifluoromethyl)benzophenone). Reaction SMILES: [N+:1]([O-:4])(O)=[O:2].[OH:5][C:6]1[CH:23]=[CH:22][C:9]([C:10]([C:12]2[CH:17]=[CH:16][C:15]([C:18]([F:21])([F:20])[F:19])=[CH:14][CH:13]=2)=[O:11])=[CH:8][C:7]=1[O:24][CH3:25]>>[OH:5][C:6]1[C:23]([N+:1]([O-:4])=[O:2])=[CH:22][C:9]([C:10]([C:12]2[CH:13]=[CH:14][C:15]([C:18]([F:20])([F:21])[F:19])=[CH:16][CH:17]=2)=[O:11])=[CH:8][C:7]=1[O:24][CH3:25]. Reported procedure: 3.2 ml of 65 percent nitric acid are added dropwise within 10 minutes at 20° to 12.8 g of 4-hydroxy-3-methoxy-4'-(trifluoromethyl)benzophenone (dissolved in 160 ml of acetic acid). After stirring for 1.5 hours, the reaction mixture is poured into 600 ml of ice-water and the precipitate formed is filtered off, washed with water and dissolved in methylene chloride. The methylene chloride solution is dried over sodium sulfate and evaporated, and the residue is recrystallized from methylene chloride... Yields the product FC=1C=C(C=CC1)C1=NC2=C(C(=CC=C2C(=N1)OC1CC2C(N(CCCCC=CC3CC3(NC(C2C1)=O)C(=O)NS(=O)(=O)C(C)C)C)=O)OC)C (Propane-2-sulfonic acid {17-[2-(3-fluoro-phenyl)-7-methoxy-8-methyl-quinazolin-4-yloxy]-13-methyl-2,14-dioxo-3,13-diazatricyclo[13.3.0.0*4,6*]octadec-7-ene-4-carbonyl}-amide). Run in C1CCOC1 (THF), C1CCOC1 (THF). Reaction SMILES: [F:1][C:2]1[CH:3]=[C:4]([C:8]2[N:17]=[C:16]([O:18][CH:19]3[CH2:36][CH:35]4[CH:21]([C:22](=[O:42])[N:23]([CH3:41])[CH2:24][CH2:25][CH2:26][CH2:27][CH:28]=[CH:29][CH:30]5[C:32]([C:38]([OH:40])=O)([NH:33][C:34]4=[O:37])[CH2:31]5)[CH2:20]3)[C:15]3[C:10](=[C:11]([CH3:45])[C:12]([O:43][CH3:44])=[CH:13][CH:14]=3)[N:9]=2)[CH:5]=[CH:6][CH:7]=1.C1N=CN(C(N2C=NC=C2)=O)C=1.C[NH:59][S:60]([CH:63]1[CH2:65][CH2:64]1)(=[O:62])=[O:61].C1CCN2C(=NCCC2)CC1>C1COCC1>[F:1][C:2]1[CH:3]=[C:4]([C:8]2[N:17]=[C:16]([O:18][CH:19]3[CH2:36][CH:35]4[CH:21]([C:22](=[O:42])[N:23]([CH3:41])[CH2:24][CH2:25][CH2:26][CH2:27][CH:28]=[CH:29][CH:30]5[C:32]([C:38]([NH:59][S:60]([CH:63]([CH3:65])[CH3:64])(=[O:62])=[O:61])=[O:40])([NH:33][C:34]4=[O:37])[CH2:31]5)[CH2:20]3)[C:15]3[C:10](=[C:11]([CH3:45])[C:12]([O:43][CH3:44])=[CH:13][CH:14]=3)[N:9]=2)[CH:5]=[CH:6][CH:7]=1. The yield is 36.1%. Reaction conditions: temperature 50 celsius, time 18 hour. Procedure details: A mixture of the acid 159 (71 mg, 0.115 mmol) and CDI (37 mg, 0.228 mmol) in dry THF (10 mL) was heated at reflux for 2 h under N2. The reaction mixture was cooled 50° C. and a pre-mixed solution of methyl-cyclopropyl sulfonamide (43 mg, 0.349 mmol) and DBU (49 μL, 0.322 mmol) in 2 ml of dry THF was added to the reaction mixture. The reaction was stirred at 50° C. for 18 h. The solvent was evaporated and the residue was dissolved in CHCl3 and washed with citric acid (10% aq). The organic phase w... The reactants are FC=1C=C(C=CC1)C1=NC2=C(C(=CC=C2C(=N1)OC1CC2C(N(CCCCC=CC3CC3(NC(C2C1)=O)C(=O)O)C)=O)OC)C (17-[2-(3-Fluoro-phenyl)-7-methoxy-8-methyl-quinazolin-4-yloxy]-13-methyl-2,14-dioxo-3,13-diaza-tricyclo[13.3.0.0*4,6*]octadec-7-ene-4-carboxylic acid), C1=CN(C=N1)C(=O)N2C=CN=C2 (CDI), CNS(=O)(=O)C1CC1 (methyl-cyclopropyl sulfonamide), C1CCC2=NCCCN2CC1 (DBU). Reactants: CCO, Oc1cc(N2CCOCC2)c2ccccc2c1Cl, [Na+], [OH-]. Product: Oc1cc(N2CCOCC2)c2ccccc2c1. As a reaction SMILES: [CH3:21][CH2:22][OH:23].[Cl:1][c:2]1[c:3]([OH:18])[cH:4][c:5]([N:12]2[CH2:13][CH2:14][O:15][CH2:16][CH2:17]2)[c:6]2[cH:7][cH:8][cH:9][cH:10][c:11]12.[Na+:20].[OH-:19]>>[cH:2]1[c:3]([OH:18])[cH:4][c:5]([N:12]2[CH2:13][CH2:14][O:15][CH2:16][CH2:17]2)[c:6]2[cH:7][cH:8][cH:9][cH:10][c:11]12. Conditions: temperature 140 celsius. Procedure details: Ammonia gas was bubbled into a solution of 4-chloro-3-{3-[2-(4-methoxy-benzyl)-2H-tetrazol-5-yl]-phenoxy-methyl}-thieno[3,2-c]pyridine-7-carboxylic acid ethyl ester (0.17 g, 0.32 mmol) (from Example 27 supra) in 2-propanol (15 mL) for 20 minutes. The mixture was heated in a microwave reactor at 140° C. for 2 hours. The reaction mixture was concentrated. The residue washed with hot methanol, filtered and dried to give 4-amino-3-{3-[2-(4-methoxy-benzyl)-2H-tetrazol-5-yl]-phenoxymethyl}-thieno[3,2-... Yields the product C(C)OC(=O)C=1C2=C(C(=NC1)N)C(=CS2)COC2=CC(=CC=C2)C=2N=NN(N2)CC2=CC=C(C=C2)OC (4-amino-3-{3-[2-(4-methoxy-benzyl)-2H-tetrazol-5-yl]-phenoxymethyl}-thieno[3,2-c]pyridine-7-carboxylic acid ethyl ester). Reactants: N (Ammonia), C(C)OC(=O)C=1C2=C(C(=NC1)Cl)C(=CS2)COC2=CC(=CC=C2)C=2N=NN(N2)CC2=CC=C(C=C2)OC (4-chloro-3-{3-[2-(4-methoxy-benzyl)-2H-tetrazol-5-yl]-phenoxymethyl}-thieno[3,2-c]pyridine-7-carboxylic acid ethyl ester). As a reaction SMILES: [NH3:1].[CH2:2]([O:4][C:5]([C:7]1[C:8]2[S:16][CH:15]=[C:14]([CH2:17][O:18][C:19]3[CH:24]=[CH:23][CH:22]=[C:21]([C:25]4[N:26]=[N:27][N:28]([CH2:30][C:31]5[CH:36]=[CH:35][C:34]([O:37][CH3:38])=[CH:33][CH:32]=5)[N:29]=4)[CH:20]=3)[C:9]=2[C:10](Cl)=[N:11][CH:12]=1)=[O:6])[CH3:3]>CC(O)C>[CH2:2]([O:4][C:5]([C:7]1[C:8]2[S:16][CH:15]=[C:14]([CH2:17][O:18][C:19]3[CH:24]=[CH:23][CH:22]=[C:21]([C:25]4[N:26]=[N:27][N:28]([CH2:30][C:31]5[CH:36]=[CH:35][C:34]([O:37][CH3:38])=[CH:33][CH:32]=5)[N:29]=4)[CH:20]=3)[C:9]=2[C:10]([NH2:1])=[N:11][CH:12]=1)=[O:6])[CH3:3]. Solvent: CC(C)O (2-propanol).